This data is from the Open Reaction Database (ORD), a public repository of structured organic reaction records. The task is: describe an organic reaction: reactants, conditions, products, and yield The reactants are FC1=CC=CC2=C1C(OC(N2)=O)=O (5-fluoro-2H-3,1-benzoxazine-2,4(1H)-dione), C(C)(C)N (isopropyl amine), Intermediate 25. Yields the product NC1=C(C(=O)NC(C)C)C(=CC=C1)F (2-Amino-6-fluoro-N-(1-methylethyl)benzamide). As a reaction SMILES: [F:1][C:2]1[C:7]2[C:8](=[O:13])OC(=O)[NH:11][C:6]=2[CH:5]=[CH:4][CH:3]=1.[CH:14]([NH2:17])([CH3:16])[CH3:15]>>[NH2:11][C:6]1[CH:5]=[CH:4][CH:3]=[C:2]([F:1])[C:7]=1[C:8]([NH:17][CH:14]([CH3:16])[CH3:15])=[O:13]. Procedure: 2-Amino-6-fluoro-N-(1-methylethyl)benzamide was prepared from 5-fluoro-2H-3,1-benzoxazine-2,4(1H)-dione and isopropyl amine following a procedure substantially as described for the preparation of Intermediate 25. MS: (M+H)+=197. Reactants: C(CCCCC)S(=O)(=O)NC=1C=CC2=C(N=C(O2)C)C1 (5-hexylsulfonamido-2-methylbenzoxazole), C1(=CC=C(C=C1)S(=O)(=O)OCC)C (ethyl p-toluenesulfonate), C(C)OCC (diethyl ether). Solvent: CO (methanol). Reaction conditions: temperature 150 celsius, time 1 hour. The product is C1(=CC=C(C=C1)S(=O)(=O)[O-])C.C(C)[N+]1=C(OC2=C1C=C(C=C2)NS(=O)(=O)CCCCCC)C (3-Ethyl-5-hexylsulfonamido-2-methylbenzoxazolium p-toluenesulfonate). The yield is 23.0%. Reaction SMILES: [CH2:1]([S:7]([NH:10][C:11]1[CH:12]=[CH:13][C:14]2[O:18][C:17]([CH3:19])=[N:16][C:15]=2[CH:20]=1)(=[O:9])=[O:8])[CH2:2][CH2:3][CH2:4][CH2:5][CH3:6].[C:21]1([CH3:33])[CH:26]=[CH:25][C:24]([S:27]([O:30]CC)(=[O:29])=[O:28])=[CH:23][CH:22]=1.[CH2:34](OCC)[CH3:35]>CO>[C:21]1([CH3:33])[CH:22]=[CH:23][C:24]([S:27]([O-:30])(=[O:28])=[O:29])=[CH:25][CH:26]=1.[CH2:34]([N+:16]1[C:15]2[CH:20]=[C:11]([NH:10][S:7]([CH2:1][CH2:2][CH2:3][CH2:4][CH2:5][CH3:6])(=[O:9])=[O:8])[CH:12]=[CH:13][C:14]=2[O:18][C:17]=1[CH3:19])[CH3:35] |f:4.5|. Procedure details: A mixture of 60 grams (0.2 Mol) 5-hexylsulfonamido-2-methylbenzoxazole and 44 grams (0.22 Mol) ethyl p-toluenesulfonate was heated in a round bottom flask at 150° C. for 5 minutes. Upon cooling to room temperature the crude brown mass almost solidified. The product was dissolved in 25 mL methanol and poured into 300 mL diethyl ether with rapid stirring for one hour. The solid precipitate was chilled at 2° C. for 12 hours, then filtered. The tan powder was thoroughly washed with ether and recryst... Reactants: C1CCOC1, COC(=O)c1ccc(C#CSc2ccc3c(c2)C(C)(C)CCC3(C)C)cc1, CCOCC, CCCCCCC, Cl, [Li+], [OH-], O. The product is CC1(C)CCC(C)(C)c2cc(SC#Cc3ccc(C(=O)O)cc3)ccc21. As a reaction SMILES: [CH2:37]1[O:38][CH2:39][CH2:40][CH2:41]1.[CH3:1][C:2]1([CH3:27])[c:3]2[cH:4][cH:5][c:6]([S:14][C:15]#[C:16][c:17]3[cH:18][cH:19][c:20]([C:21](=[O:22])[O:23][CH3:24])[cH:25][cH:26]3)[cH:7][c:8]2[C:9]([CH3:12])([CH3:13])[CH2:10][CH2:11]1.[CH3:30][CH2:31][O:32][CH2:33][CH3:34].[CH3:42][CH2:43][CH2:44][CH2:45][CH2:46][CH2:47][CH3:48].[ClH:36].[Li+:28].[OH-:29].[OH2:35]>>[CH3:1][C:2]1([CH3:27])[c:3]2[cH:4][cH:5][c:6]([S:14][C:15]#[C:16][c:17]3[cH:18][cH:19][c:20]([C:21](=[O:22])[OH:23])[cH:25][cH:26]3)[cH:7][c:8]2[C:9]([CH3:12])([CH3:13])[CH2:10][CH2:11]1.